From a dataset of the Open Reaction Database (ORD), a public repository of structured organic reaction records. describe an organic reaction: reactants, conditions, products, and yield The product is CC(NC(=O)Cc1cc(F)cc(F)c1)C(=O)NC1CCCC(c2ccccc2)N(C)C1=O. As a reaction SMILES: [F:17][c:18]1[cH:19][c:20]([CH2:25][C:26](=[O:27])[NH:28][CH:29]([CH3:30])[C:31](=[O:32])[OH:33])[cH:21][c:22]([F:24])[cH:23]1.[NH2:1][CH:2]1[C:3](=[O:16])[N:4]([CH3:15])[CH:5]([c:9]2[cH:10][cH:11][cH:12][cH:13][cH:14]2)[CH2:6][CH2:7][CH2:8]1>>[NH:1]([CH:2]1[C:3](=[O:16])[N:4]([CH3:15])[CH:5]([c:9]2[cH:10][cH:11][cH:12][cH:13][cH:14]2)[CH2:6][CH2:7][CH2:8]1)[C:31]([CH:29]([NH:28][C:26]([CH2:25][c:20]1[cH:19][c:18]([F:17])[cH:23][c:22]([F:24])[cH:21]1)=[O:27])[CH3:30])=[O:32]. Starting materials: CC(NC(=O)Cc1cc(F)cc(F)c1)C(=O)O, CN1C(=O)C(N)CCCC1c1ccccc1. The reactants are O=C([O-])[O-], C1COCCN1, [Cs+], [Cs+], O=[N+]([O-])c1ccc(F)cc1, CN(C)C=O, O. The product is O=[N+]([O-])c1ccc(N2CCOCC2)cc1. RXN SMILES: [C:17](=[O:18])([O-:19])[O-:20].[CH2:11]1[CH2:12][O:13][CH2:14][CH2:15][NH:16]1.[Cs+:21].[Cs+:22].[F:1][c:2]1[cH:3][cH:4][c:5]([N+:8](=[O:9])[O-:10])[cH:6][cH:7]1.[O:24]=[CH:25][N:26]([CH3:27])[CH3:28].[OH2:23]>>[c:2]1([N:16]2[CH2:11][CH2:12][O:13][CH2:14][CH2:15]2)[cH:3][cH:4][c:5]([N+:8](=[O:9])[O-:10])[cH:6][cH:7]1. Reactants: C=CCc1c(O)c(C(C)(C)C)cc2c1CC1(CCCCCC1)O2, CCO. Product: CCCc1c(O)c(C(C)(C)C)cc2c1CC1(CCCCCC1)O2. RXN SMILES: [C:1]([CH3:2])([CH3:3])([CH3:4])[c:5]1[cH:6][c:7]2[c:8]([c:18]([CH2:21][CH:22]=[CH2:23])[c:19]1[OH:20])[CH2:9][C:10]1([CH2:11][CH2:12][CH2:13][CH2:14][CH2:15][CH2:16]1)[O:17]2.[CH3:24][CH2:25][OH:26]>>[C:1]([CH3:2])([CH3:3])([CH3:4])[c:5]1[cH:6][c:7]2[c:8]([c:18]([CH2:21][CH2:22][CH3:23])[c:19]1[OH:20])[CH2:9][C:10]1([CH2:11][CH2:12][CH2:13][CH2:14][CH2:15][CH2:16]1)[O:17]2. Procedure details: Using the general method of Example 150, 1-(3-aminopropyl)-2-(3-phenoxypropyl)-1H-imidazo[4,5-c]quinolin-4-amine (2.0 g, 5.32 mmol) was reacted with 4-morpholinecarbonyl chloride (880 mg, 5.86 mmol) to provide 1.8 g of N-{3-[4-amino-2-(3-phenoxypropyl)-1H-imidazo[4,5-c]quinolin-1-yl]propyl}morpholine-4-carboxamide as a light yellow crystalline solid, m.p. 198.8-199.9° C. Analysis: Calculated for C27H32N6O3%C, 66.37; %H, 6.60; %N, 17.20; Found: %C, 66.31; %H, 6.70; %N, 17.40. The yield is 69.3%. Product: NC1=NC=2C=CC=CC2C2=C1N=C(N2CCCNC(=O)N2CCOCC2)CCCOC2=CC=CC=C2 (N-{3-[4-amino-2-(3-phenoxypropyl)-1H-imidazo[4,5-c]quinolin-1-yl]propyl}morpholine-4-carboxamide). As a reaction SMILES: [NH2:1][CH2:2][CH2:3][CH2:4][N:5]1[C:17]2[C:16]3[CH:15]=[CH:14][CH:13]=[CH:12][C:11]=3[N:10]=[C:9]([NH2:18])[C:8]=2[N:7]=[C:6]1[CH2:19][CH2:20][CH2:21][O:22][C:23]1[CH:28]=[CH:27][CH:26]=[CH:25][CH:24]=1.[N:29]1([C:35](Cl)=[O:36])[CH2:34][CH2:33][O:32][CH2:31][CH2:30]1>>[NH2:18][C:9]1[C:8]2[N:7]=[C:6]([CH2:19][CH2:20][CH2:21][O:22][C:23]3[CH:28]=[CH:27][CH:26]=[CH:25][CH:24]=3)[N:5]([CH2:4][CH2:3][CH2:2][NH:1][C:35]([N:29]3[CH2:34][CH2:33][O:32][CH2:31][CH2:30]3)=[O:36])[C:17]=2[C:16]2[CH:15]=[CH:14][CH:13]=[CH:12][C:11]=2[N:10]=1. Reactants: NCCCN1C(=NC=2C(=NC=3C=CC=CC3C21)N)CCCOC2=CC=CC=C2 (1-(3-aminopropyl)-2-(3-phenoxypropyl)-1H-imidazo[4,5-c]quinolin-4-amine), N1(CCOCC1)C(=O)Cl (4-morpholinecarbonyl chloride). Reactants: O (water), OC=1C=CC2=CC3=CC=C(C=C3N=C2C1)O (3,6-dihydroxyacridine), NC=1C=CC2=CC3=CC=C(C=C3N=C2C1)N (3,6-diaminoacridine), S(O)(O)(=O)=O (sulfuric acid), O (water), NC=1C=CC2=CC3=CC=C(C(=C3N=C2C1C)C)N (3,6-diamino-4,5-dimethylacridine). The product is OC=1C=CC2=CC3=CC=C(C(=C3N=C2C1C)C)O (3,6-Dihydroxy-4,5-dimethylacridine). As a reaction SMILES: [OH:1]C1C=CC2C(C=1)=NC1C(=CC=C(O)C=1)C=2.NC1C=CC2C(C=1)=NC1C(=CC=C(N)C=1)C=2.N[C:34]1[CH:35]=[CH:36][C:37]2[C:46]([C:47]=1[CH3:48])=[N:45][C:44]1[C:39](=[CH:40][CH:41]=[C:42](N)[C:43]=1[CH3:49])[CH:38]=2.S(=O)(=O)(O)O.[OH2:56]>>[OH:56][C:34]1[CH:35]=[CH:36][C:37]2[C:46]([C:47]=1[CH3:48])=[N:45][C:44]1[C:39](=[CH:40][CH:41]=[C:42]([OH:1])[C:43]=1[CH3:49])[CH:38]=2. Reported procedure: 3,6-Dihydroxy-4,5-dimethylacridine is prepared by the procedure of Benda, L., Ber., 45, 1787 (1912), for the preparation of 3,6-dihydroxyacridine from 3,6-diaminoacridine. In this reaction 3,6-diamino-4,5-dimethylacridine is heated in a bomb with two parts of water and one part concentrated sulfuric acid at 200° C. for 8 hours. The reaction mixture is diluted with water and the crude solid collected by filtration. This material is purified by dissolution in excess 1N sodium hydroxide, followed b... The reactants are C1CCOC1, CC(C)C[AlH]CC(C)C, Cc1ccccc1, CC(c1cccc2ccccc12)N1CCC2CCN(CCc3ccccc3)C(=O)C21. Yields the product CC(c1cccc2ccccc12)N1CCC2CCN(CCc3ccccc3)CC21. Reaction SMILES: [CH2:47]1[O:48][CH2:49][CH2:50][CH2:51]1.[CH3:31][CH:32]([CH2:33][AlH:34][CH2:35][CH:36]([CH3:37])[CH3:38])[CH3:39].[CH3:40][c:41]1[cH:42][cH:43][cH:44][cH:45][cH:46]1.[c:1]1([CH:11]([CH3:12])[N:13]2[CH2:14][CH2:15][CH:16]3[CH:17]2[C:18](=[O:30])[N:19]([CH2:22][CH2:23][c:24]2[cH:25][cH:26][cH:27][cH:28][cH:29]2)[CH2:20][CH2:21]3)[cH:2][cH:3][cH:4][c:5]2[cH:6][cH:7][cH:8][cH:9][c:10]12>>[c:1]1([CH:11]([CH3:12])[N:13]2[CH2:14][CH2:15][CH:16]3[CH:17]2[CH2:18][N:19]([CH2:22][CH2:23][c:24]2[cH:25][cH:26][cH:27][cH:28][cH:29]2)[CH2:20][CH2:21]3)[cH:2][cH:3][cH:4][c:5]2[cH:6][cH:7][cH:8][cH:9][c:10]12. The reactants are ClC=1C=C(C=CC1Cl)C1(CCCCC1)C(C)N (1-[1-(3,4-Dichloro-phenyl)-cyclohexyl]-ethylamine), C(C)OC=O (ethylformate). Reaction conditions: time 24 hour. Yields the product ClC=1C=C(C=CC1Cl)C1(CCCCC1)C(C)NC=O (N-{1-[1-(3,4-Dichloro-phenyl)-cyclohexyl]-ethyl}-formamide). Isolated yield 93.0%. Reaction SMILES: [Cl:1][C:2]1[CH:3]=[C:4]([C:9]2([CH:15]([NH2:17])[CH3:16])[CH2:14][CH2:13][CH2:12][CH2:11][CH2:10]2)[CH:5]=[CH:6][C:7]=1[Cl:8].[CH2:18]([O:20]C=O)C>>[Cl:1][C:2]1[CH:3]=[C:4]([C:9]2([CH:15]([NH:17][CH:18]=[O:20])[CH3:16])[CH2:14][CH2:13][CH2:12][CH2:11][CH2:10]2)[CH:5]=[CH:6][C:7]=1[Cl:8]. Procedure details: 50 g (184.4 mmol) of 1-[1-(3,4-Dichloro-phenyl)-cyclohexyl]-ethylamine was dissolved in 1 L of ethylformate and left to stir under an N2 atmosphere for 24 h before removing all volatiles under reduced pressure. The resulting solid was filtered through a plug of SiO2 (using CH2Cl2/MeOH (20:1) as the eluent) to afford 51.32 g (93%) of the title compound after the removal of all volatiles. This material was used in the subsequent step without further purification. Reagents/catalysts: S(O)(O)(=O)=O (sulfuric acid). The product is C(CC)OC(=O)C=1OC2=C(N1)C=C(C=C2)O (n-propyl-5-hydroxybenzoxazole-2-carboxylate). Procedure: 12.72 g (49.2 mmoles) of 2-carboxy-5-hydroxybenzoxazole is dissolved in 200 ml of n-propanol and 1 drop of concentrated sulfuric acid is added. The mixture is refluxed for 30 hours, concentrated. The resulting solid is suspended in water, neutralized with sodium bicarbonate and filtered, washing the solid with water, then drying. This gives n-propyl-5-hydroxybenzoxazole-2carboxylate which is purified by recrystallization from n-propanol/acetone or by HPLC. The reactants are C(=O)(O)C=1OC2=C(N1)C=C(C=C2)O (2-carboxy-5-hydroxybenzoxazole), C(CC)O (n-propanol). RXN SMILES: [C:1]([C:4]1[O:5][C:6]2[CH:12]=[CH:11][C:10]([OH:13])=[CH:9][C:7]=2[N:8]=1)([OH:3])=[O:2].[CH2:14](O)[CH2:15][CH3:16]>S(=O)(=O)(O)O>[CH2:14]([O:2][C:1]([C:4]1[O:5][C:6]2[CH:12]=[CH:11][C:10]([OH:13])=[CH:9][C:7]=2[N:8]=1)=[O:3])[CH2:15][CH3:16].